From a dataset of the Open Reaction Database (ORD), a public repository of structured organic reaction records. describe an organic reaction: reactants, conditions, products, and yield Product: Nc1ccc(-c2cc(Cc3ccc(OCc4cccc(F)n4)cc3)no2)c(N)n1. The reactants are CN(C)C=O, Fc1cccc(CCl)n1, Nc1ccc(-c2cc(Cc3ccc(O)cc3)no2)c(N)n1, [Na+], C1CCOC1, [OH-]. As a reaction SMILES: [CH3:38][N:39]([CH3:40])[CH:41]=[O:42].[Cl:29][CH2:30][c:31]1[n:32][c:33]([F:37])[cH:34][cH:35][cH:36]1.[NH2:6][c:7]1[n:8][c:9]([NH2:26])[cH:10][cH:11][c:12]1-[c:13]1[cH:14][c:15]([CH2:18][c:19]2[cH:20][cH:21][c:22]([OH:25])[cH:23][cH:24]2)[n:16][o:17]1.[Na+:28].[O:1]1[CH2:2][CH2:3][CH2:4][CH2:5]1.[OH-:27]>>[NH2:6][c:7]1[n:8][c:9]([NH2:26])[cH:10][cH:11][c:12]1-[c:13]1[cH:14][c:15]([CH2:18][c:19]2[cH:20][cH:21][c:22]([O:25][CH2:30][c:31]3[n:32][c:33]([F:37])[cH:34][cH:35][cH:36]3)[cH:23][cH:24]2)[n:16][o:17]1.